Dataset: the Open Reaction Database (ORD), a public repository of structured organic reaction records. Task: describe an organic reaction: reactants, conditions, products, and yield Reactants: CCC(=O)c1c(-c2ccccc2)c2cc(Br)ccc2c(=O)n1Cc1ccc(S(N)(=O)=O)cc1, O=C([O-])[O-], [K+], [K+], O=C(Cl)N1CCCCC1, CN(C)C=O. The product is CCC(=O)c1c(-c2ccccc2)c2cc(Br)ccc2c(=O)n1Cc1ccc(S(=O)(=O)NC(=O)N2CCCCC2)cc1. Reaction SMILES: [Br:1][c:2]1[cH:3][c:4]2[c:5](-[c:28]3[cH:29][cH:30][cH:31][cH:32][cH:33]3)[c:6]([C:24]([CH2:25][CH3:26])=[O:27])[n:7]([CH2:13][c:14]3[cH:15][cH:16][c:17]([S:20](=[O:21])(=[O:22])[NH2:23])[cH:18][cH:19]3)[c:8](=[O:12])[c:9]2[cH:10][cH:11]1.[C:34](=[O:35])([O-:36])[O-:37].[K+:38].[K+:39].[N:40]1([C:46](=[O:47])[Cl:48])[CH2:41][CH2:42][CH2:43][CH2:44][CH2:45]1.[O:49]=[CH:50][N:51]([CH3:52])[CH3:53]>>[Br:1][c:2]1[cH:3][c:4]2[c:5](-[c:28]3[cH:29][cH:30][cH:31][cH:32][cH:33]3)[c:6]([C:24]([CH2:25][CH3:26])=[O:27])[n:7]([CH2:13][c:14]3[cH:15][cH:16][c:17]([S:20](=[O:21])(=[O:22])[NH:23][C:46]([N:40]4[CH2:41][CH2:42][CH2:43][CH2:44][CH2:45]4)=[O:47])[cH:18][cH:19]3)[c:8](=[O:12])[c:9]2[cH:10][cH:11]1. Reactants: C(C)OC(C(C#N)=COCC)=O (2-(ethoxymethylene)-2-cyanoacetic acid ethyl ester), C(C)OC(C(C)NN)OCC (2-hydrazinopropionaldehyde diethyl acetal), crude product, CC(C(OCC)OCC)N1N=CC(=C1N)C(=O)OCC (1-(1-methyl-2,2-diethoxyethyl)-4-ethoxycarbonyl-5-aminopyrazole). The solvent is C(C)O (ethanol), C(C)O (ethanol), [OH-].[Na+] (sodium hydroxide). Run at time 1 hour. Product: CC(C(OCC)OCC)N1N=CC(=C1N)C(=O)O (1-(1-methyl-2,2-diethoxyethyl)-4-carboxy-5-aminopyrazole). Isolated yield 11.0%. Reaction SMILES: C(OC(=O)C(=COCC)C#N)C.C(OC(OCC)C(NN)C)C.[CH3:24][CH:25]([N:33]1[C:37]([NH2:38])=[C:36]([C:39]([O:41]CC)=[O:40])[CH:35]=[N:34]1)[CH:26]([O:30][CH2:31][CH3:32])[O:27][CH2:28][CH3:29]>C(O)C.[OH-].[Na+]>[CH3:24][CH:25]([N:33]1[C:37]([NH2:38])=[C:36]([C:39]([OH:41])=[O:40])[CH:35]=[N:34]1)[CH:26]([O:30][CH2:31][CH3:32])[O:27][CH2:28][CH3:29] |f:4.5|. Procedure details: To a solution of 2-(ethoxymethylene)-2-cyanoacetic acid ethyl ester (56.3 g) in ethanol (200 ml) was added dropwise 2-hydrazinopropionaldehyde diethyl acetal (54 g) in ethanol (80 ml) at room temperature. The mixture was refluxed for 4 hours. The reaction mixture was cooled at room temperature and the solvent was distilled off in vacuo to give the crude. 1-(1-methyl-2,2-diethoxyethyl)-4-ethoxycarbonyl-5-aminopyrazole (100 g). The crude product (100 g) was dissolved in aqueous 4N-sodium hydroxide... RXN SMILES: S(Cl)([Cl:3])=O.[Cl-:5].[CH2:6]([NH+:8]([CH2:15][CH3:16])[CH2:9][CH2:10][NH2+:11][CH2:12][CH2:13]O)[CH3:7].[Cl-]>ClCCl>[Cl-:3].[Cl:5][CH2:13][CH2:12][NH2+:11][CH2:10][CH2:9][NH+:8]([CH2:15][CH3:16])[CH2:6][CH3:7].[Cl-:3] |f:1.2.3,5.6.7|. Run in ClCCl (dichloromethane), ClCCl (dichloromethane). Procedure details: A solution of thionyl chloride (SOCl2) (16.9 g, 0.14 mol) in dichloromethane (20 ml) was added dropwise to a vigorously stirred suspension of N1,N1-diethyl-N2-(2-hydroxyethyl)ethane-1,2-diaminium chloride (21 g, 0.11 mol) in dichloromethane (120 ml) which was cooled at 0° C. The ice bath was removed and the reaction mixture was allowed to stir at room temperature for 1 hour. The mixture was then allowed to reflux for 1 hour. After cooling, the suspension was filtered and the product was washed w... Conditions: temperature 0 celsius, time 1 hour. Reactants: S(=O)(Cl)Cl (thionyl chloride), [Cl-].C(C)[NH+](CC[NH2+]CCO)CC.[Cl-] (N1,N1-diethyl-N2-(2-hydroxyethyl)ethane-1,2-diaminium chloride). Yields the product [Cl-].ClCC[NH2+]CC[NH+](CC)CC.[Cl-] (N1-(2-chloroethyl)-N2,N2-diethylethane-1,2-diaminium chloride). Isolated yield 5.0%. The reagents and catalysts are C=1C=CC(=CC1)/C=C/C(=O)/C=C/C2=CC=CC=C2.C=1C=CC(=CC1)/C=C/C(=O)/C=C/C2=CC=CC=C2.C=1C=CC(=CC1)/C=C/C(=O)/C=C/C2=CC=CC=C2.[Pd].[Pd] (Pd2(dba)3). The solvent is CC(=O)N(C)C (DMA), CCOC(=O)C (EtOAc). Starting materials: BrC=1C=C2C(=NNC(C2=CC1)=O)Cl (6-bromo-4-chloro-2H-phthalazin-1-one), FC1=C(CN)C=C(C=C1)F (2,5-difluorobenzylamine), C=1C=CC(=CC1)P(C=2C=CC=CC2)C3=CC=C4C=CC=CC4=C3C5=C6C=CC=CC6=CC=C5P(C=7C=CC=CC7)C=8C=CC=CC8 (rac-BINAP), CC(C)(C)[O-].[Na+] (NaOtBu). As a reaction SMILES: Br[C:2]1[CH:3]=[C:4]2[C:9](=[CH:10][CH:11]=1)[C:8](=[O:12])[NH:7][N:6]=[C:5]2[Cl:13].[F:14][C:15]1[CH:22]=[CH:21][C:20]([F:23])=[CH:19][C:16]=1[CH2:17][NH2:18].C1C=CC(P(C2C(C3C(P(C4C=CC=CC=4)C4C=CC=CC=4)=CC=C4C=3C=CC=C4)=C3C(C=CC=C3)=CC=2)C2C=CC=CC=2)=CC=1.CC([O-])(C)C.[Na+]>CC(N(C)C)=O.CCOC(C)=O.C1C=CC(/C=C/C(/C=C/C2C=CC=CC=2)=O)=CC=1.C1C=CC(/C=C/C(/C=C/C2C=CC=CC=2)=O)=CC=1.C1C=CC(/C=C/C(/C=C/C2C=CC=CC=2)=O)=CC=1.[Pd].[Pd]>[Cl:13][C:5]1[C:4]2[C:9](=[CH:10][CH:11]=[C:2]([NH:18][CH2:17][C:16]3[CH:19]=[C:20]([F:23])[CH:21]=[CH:22][C:15]=3[F:14])[CH:3]=2)[C:8](=[O:12])[NH:7][N:6]=1 |f:3.4,7.8.9.10.11|. Procedure: A mixture 6-bromo-4-chloro-2H-phthalazin-1-one (48 mg, 0.185 mmol), 2,5-difluorobenzylamine (0.026 mL, 0.222 mmol), Pd2(dba)3 (6 mg, 0.0066 mmol), rac-BINAP (21 mg, 0.021 mmol) and NaOtBu (45 mg, 0.468 mmol) in DMA (3 mL) was heated in a microwave at 90° C. for 5 minutes. The mixture was allowed to cool, diluted with EtOAc and washed with water. The organic layer was washed with sat.aq. NaHCO3, brine and dried (Na2SO4). Column chromatography (Hex/EtOAc) afforded 4-chloro-6-(2,5-difluoro-benzylam... Yields the product ClC1=NNC(C2=CC=C(C=C12)NCC1=C(C=CC(=C1)F)F)=O (4-chloro-6-(2,5-difluoro-benzylamino)-2H-phthalazin-1-one). Reactants: ClC1=C(C=CC(=C1)OC(F)(F)F)N (2-Chloro-4-trifluoromethoxy-phenylamine), C[Al](C)C (trimethylaluminum), Cl (HCl), CS(=O)(=O)C=1C=CC(=NC1)C(=O)OC (methyl 5-(methylsulfonyl)picolinate). The solvent is C1(=CC=CC=C1)C (toluene), ClCCl (Dichloromethane). Conditions: temperature 85 celsius, time 0.5 hour. Product: ClC1=C(C=CC(=C1)OC(F)(F)F)NC(=O)C1=NC=C(C=C1)S(=O)(=O)C (5-Methanesulfonyl-pyridine-2-carboxylic acid (2-chloro-4-trifluoromethoxy-phenyl)-amide). Reaction SMILES: [Cl:1][C:2]1[CH:7]=[C:6]([O:8][C:9]([F:12])([F:11])[F:10])[CH:5]=[CH:4][C:3]=1[NH2:13].C[Al](C)C.[CH3:18][S:19]([C:22]1[CH:23]=[CH:24][C:25]([C:28](OC)=[O:29])=[N:26][CH:27]=1)(=[O:21])=[O:20].Cl>C1(C)C=CC=CC=1.ClCCl>[Cl:1][C:2]1[CH:7]=[C:6]([O:8][C:9]([F:11])([F:12])[F:10])[CH:5]=[CH:4][C:3]=1[NH:13][C:28]([C:25]1[CH:24]=[CH:23][C:22]([S:19]([CH3:18])(=[O:21])=[O:20])=[CH:27][N:26]=1)=[O:29]. Reported procedure: 2-Chloro-4-trifluoromethoxy-phenylamine (2.0 g, 9.29 mmol) in toluene (50 mL) was added to trimethylaluminum (2.0 M 4.65 mL) then methyl 5-(methylsulfonyl)picolinate 6 (1.0 g, 4.65 mol) was added and the mixture was heated to 80-90° C. for 2 h. The reaction was cooled down and 1N HCl solution (10 mL) was added to be acidic. Dichloromethane (100 mL) was then added and the organic phase was further washed with water (100 mL) and dried over sodium sulfate. The solvent was removed and the residue wa... RXN SMILES: [C:46]([CH2:47][CH3:48])(=[O:49])[Cl:50].[CH2:53]1[O:54][CH2:55][CH2:56][CH2:57]1.[H-:51].[NH2:1][c:2]1[cH:3][c:4]([C:42]([F:43])([F:44])[F:45])[c:5](-[n:8]2[n:9][c:10]([CH2:38][CH2:39][CH2:40][CH3:41])[n:11]([CH2:14][c:15]3[cH:16][cH:17][c:18](-[c:21]4[c:22]([S:27]([NH:28][C:29](=[O:30])[O:31][C:32]([CH3:33])([CH3:34])[CH3:35])(=[O:36])=[O:37])[cH:23][cH:24][cH:25][cH:26]4)[cH:19][cH:20]3)[c:12]2=[O:13])[cH:6][cH:7]1.[Na+:52]>>[NH:1]([c:2]1[cH:3][c:4]([C:42]([F:43])([F:44])[F:45])[c:5](-[n:8]2[n:9][c:10]([CH2:38][CH2:39][CH2:40][CH3:41])[n:11]([CH2:14][c:15]3[cH:16][cH:17][c:18](-[c:21]4[c:22]([S:27]([NH:28][C:29](=[O:30])[O:31][C:32]([CH3:33])([CH3:34])[CH3:35])(=[O:36])=[O:37])[cH:23][cH:24][cH:25][cH:26]4)[cH:19][cH:20]3)[c:12]2=[O:13])[cH:6][cH:7]1)[C:46]([CH2:47][CH3:48])=[O:49]. Reactants: CCC(=O)Cl, C1CCOC1, [H-], CCCCc1nn(-c2ccc(N)cc2C(F)(F)F)c(=O)n1Cc1ccc(-c2ccccc2S(=O)(=O)NC(=O)OC(C)(C)C)cc1, [Na+]. Product: CCCCc1nn(-c2ccc(NC(=O)CC)cc2C(F)(F)F)c(=O)n1Cc1ccc(-c2ccccc2S(=O)(=O)NC(=O)OC(C)(C)C)cc1. Reactants: ClC1=C(CCNC(OC(C)(C)C)=O)C=CC(=C1)C=1C=2C3=C(C(NC2C=CC1OC)=O)SC=C3 (tert-butyl 2-chloro-4-(8-methoxy-4-oxo-4,5-dihydrothieno[2,3-c]quinolin-9-yl)phenethylcarbamate), C1CC(=O)N(C1=O)Cl (NCS). The product is ClC1=C(CCNC(OC(C)(C)C)=O)C=CC(=C1)C=1C=2C3=C(C(NC2C(=CC1OC)Cl)=O)SC=C3 (tert-Butyl 2-chloro-4-(6-chloro-8-methoxy-4-oxo-4,5-dihydrothieno[2,3-c]quinolin-9-yl)phenethylcarbamate). Yield: 51.8%. RXN SMILES: [Cl:1][C:2]1[CH:17]=[C:16]([C:18]2[C:19]3[C:20]4[CH:33]=[CH:32][S:31][C:21]=4[C:22](=[O:30])[NH:23][C:24]=3[CH:25]=[CH:26][C:27]=2[O:28][CH3:29])[CH:15]=[CH:14][C:3]=1[CH2:4][CH2:5][NH:6][C:7](=[O:13])[O:8][C:9]([CH3:12])([CH3:11])[CH3:10].C1C(=O)N([Cl:41])C(=O)C1>>[Cl:1][C:2]1[CH:17]=[C:16]([C:18]2[C:19]3[C:20]4[CH:33]=[CH:32][S:31][C:21]=4[C:22](=[O:30])[NH:23][C:24]=3[C:25]([Cl:41])=[CH:26][C:27]=2[O:28][CH3:29])[CH:15]=[CH:14][C:3]=1[CH2:4][CH2:5][NH:6][C:7](=[O:13])[O:8][C:9]([CH3:12])([CH3:11])[CH3:10]. Procedure details: Following General Procedure H, tert-butyl 2-chloro-4-(8-methoxy-4-oxo-4,5-dihydrothieno[2,3-c]quinolin-9-yl)phenethylcarbamate (127 mg, 0.26 mmol) was reacted with NCS (43 mg, 0.312 mmol) to afford the desired product (70 mg, 52%) as a yellow solid: ESI MS m/z 519 [C25H24Cl2N2O4S+H]+. Reactants: CCN=C=NCCCN(C)C, Cc1noc(-c2ccccc2)c1C=CC(=O)O, CN(C)C=O, Cl, CCOC(=O)Cc1ccc(N)cc1, O, O, On1nnc2ccccc21. Yields the product CCOC(=O)Cc1ccc(NC(=O)C=Cc2c(C)noc2-c2ccccc2)cc1. RXN SMILES: [CH2:43]([N:44]=[C:45]=[N:46][CH2:47][CH2:48][CH2:49][N:50]([CH3:51])[CH3:52])[CH3:53].[CH3:14][c:15]1[n:16][o:17][c:18](-[c:25]2[cH:26][cH:27][cH:28][cH:29][cH:30]2)[c:19]1[CH:20]=[CH:21][C:22](=[O:23])[OH:24].[CH3:55][N:56]([CH3:57])[CH:58]=[O:59].[ClH:42].[NH2:1][c:2]1[cH:3][cH:4][c:5]([CH2:8][C:9](=[O:10])[O:11][CH2:12][CH3:13])[cH:6][cH:7]1.[OH2:31].[OH2:54].[OH:32][n:33]1[c:34]2[cH:35][cH:36][cH:37][cH:38][c:39]2[n:40][n:41]1>>[NH:1]([c:2]1[cH:3][cH:4][c:5]([CH2:8][C:9](=[O:10])[O:11][CH2:12][CH3:13])[cH:6][cH:7]1)[C:22]([CH:21]=[CH:20][c:19]1[c:15]([CH3:14])[n:16][o:17][c:18]1-[c:25]1[cH:26][cH:27][cH:28][cH:29][cH:30]1)=[O:23]. The reactants are C(C)(C)(C)OC(NC1(CCC1)C1=CC=C(C=C1)C1=NC=2N(C=C1C1=CC=CC=C1)N=C(N2)C(NC)=O)=O ({1-[4-(2-Methylcarbamoyl-6-phenyl-[1,2,4]triazolo[1,5-a]pyrimidin-5-yl)-phenyl]-cyclobutyl}-carbamic Acid Tert-butyl Ester), C(=O)(C(F)(F)F)O (TFA). The solvent is C(Cl)Cl (DCM). Run at time 3 hour. The product is CNC(=O)C1=NN2C(N=C(C(=C2)C2=CC=CC=C2)C2=CC=C(C=C2)C2(CCC2)N)=N1 (5-[4-(1-Amino-cyclobutyl)-phenyl]-6-phenyl-[1,2,4]triazolo[1,5-a]pyrimidine-2-carboxylic Acid Methylamide). RXN SMILES: C(OC(=O)[NH:7][C:8]1([C:12]2[CH:17]=[CH:16][C:15]([C:18]3[C:23]([C:24]4[CH:29]=[CH:28][CH:27]=[CH:26][CH:25]=4)=[CH:22][N:21]4[N:30]=[C:31]([C:33](=[O:36])[NH:34][CH3:35])[N:32]=[C:20]4[N:19]=3)=[CH:14][CH:13]=2)[CH2:11][CH2:10][CH2:9]1)(C)(C)C.C(O)(C(F)(F)F)=O>C(Cl)Cl>[CH3:35][NH:34][C:33]([C:31]1[N:32]=[C:20]2[N:19]=[C:18]([C:15]3[CH:14]=[CH:13][C:12]([C:8]4([NH2:7])[CH2:11][CH2:10][CH2:9]4)=[CH:17][CH:16]=3)[C:23]([C:24]3[CH:29]=[CH:28][CH:27]=[CH:26][CH:25]=3)=[CH:22][N:21]2[N:30]=1)=[O:36]. Procedure details: To the solution of 8-7 (50 mg, 0.1 mmol) in 1 mL of DCM was added TFA (1 mL) and the mixture was stirred at room temperature for 3 h. The mixture was concentrated by evaporation and the residue was purified by prep.HPLC to give the product 8-8. Reported procedure: A mixture of 1-(1-naphthyl)cyclopropanecarbonitrile (60.7 g, prepared in a similar manner to that described in Example N9) and 10% aqueous potassium hydroxide solution was stirred and heated under reflux for 16 hours. Ethylene glycol (250 ml) was added and the mixture was heated under reflux for 5 hours. Each time complete solution was achieved, further water was added to cloud point. Water (500 ml) was added and the mixture was allowed to stand for 16 hours. The resulting solid was removed by f... Solvent: O (Water), O (water). The product is C1(=CC=CC2=CC=CC=C12)C1(CC1)C(=O)O (1-(1-naphthyl)cyclopropane carboxylic acid). Conditions: time 16 hour. The reactants are C1(=CC=CC2=CC=CC=C12)C1(CC1)C#N (1-(1-naphthyl)cyclopropanecarbonitrile), [OH-].[K+] (potassium hydroxide), C(CO)O (Ethylene glycol). As a reaction SMILES: [C:1]1([C:11]2([C:14]#N)[CH2:13][CH2:12]2)[C:10]2[C:5](=[CH:6][CH:7]=[CH:8][CH:9]=2)[CH:4]=[CH:3][CH:2]=1.[OH-:16].[K+].C(O)C[OH:20]>O>[C:1]1([C:11]2([C:14]([OH:20])=[O:16])[CH2:13][CH2:12]2)[C:10]2[C:5](=[CH:6][CH:7]=[CH:8][CH:9]=2)[CH:4]=[CH:3][CH:2]=1 |f:1.2|.